Task: describe an organic reaction: reactants, conditions, products, and yield. Dataset: the Open Reaction Database (ORD), a public repository of structured organic reaction records Reactants: NC1=NC2=C(C=CC=C2C=C1)O (2-aminoquinolin-8-ol), OC=1C=CC=C2C=CC(=NC12)C (8-hydroxyquinaldine), N (NH3). The product is NC1=NC2=C(C=CC=C2C=C1)OCCCC(OC=1C=CC=C2C=CC(=NC12)N)C (8-(4-((2-aminoquinolin-8-yl)oxy)-1-methylbutoxy)quinolin-2-amine). RXN SMILES: [NH2:1][C:2]1[CH:11]=[CH:10][C:9]2[C:4](=[C:5]([OH:12])[CH:6]=[CH:7][CH:8]=2)[N:3]=1.[OH:13][C:14]1[CH:15]=[CH:16][CH:17]=[C:18]2[C:23]=1[N:22]=[C:21](C)[CH:20]=[CH:19]2.[NH3:25]>>[NH2:1][C:2]1[CH:11]=[CH:10][C:9]2[C:4](=[C:5]([O:12][CH2:6][CH2:5][CH2:4][CH:9]([CH3:8])[O:13][C:14]3[CH:15]=[CH:16][CH:17]=[C:18]4[C:23]=3[N:22]=[C:21]([NH2:25])[CH:20]=[CH:19]4)[CH:6]=[CH:7][CH:8]=2)[N:3]=1. Procedure: The title compound was prepared according to the procedure described in Example 86 substituting 2-aminoquinolin-8-ol for 8-hydroxyquinaldine. 1H NMR (500 MHz, CDCl3) δ ppm 7.99 (m, 2H), 7.33 (m, 3H), 7.22 (m, 2H), 7.14 (m, 2H), 7.08 (m, 1H), 4.69 (m, 1H), 4.23 (m, 2H), 1.88 (m, 4H), 1.46 (d, 3H); MS (DCI/NH3) m/z 389 [M+H]+. Reactants: CC(=O)O, ClCCl, O, CC1C(O)=CC(=O)N1C(=O)OC(C)(C)C. Product: CC1C(O)CC(=O)N1C(=O)OC(C)(C)C. Reaction SMILES: [CH3:16][C:17](=[O:18])[OH:19].[Cl:20][CH2:21][Cl:22].[OH2:23].[OH:1][C:2]1=[CH:6][C:5](=[O:7])[N:4]([C:8](=[O:9])[O:10][C:11]([CH3:12])([CH3:13])[CH3:14])[CH:3]1[CH3:15]>>[OH:1][CH:2]1[CH:3]([CH3:15])[N:4]([C:8](=[O:9])[O:10][C:11]([CH3:12])([CH3:13])[CH3:14])[C:5](=[O:7])[CH2:6]1.